describe an organic reaction: reactants, conditions, products, and yield From a dataset of the Open Reaction Database (ORD), a public repository of structured organic reaction records. Starting materials: FC1=C(C=CC(=C1)F)[C@]([C@@H](C)N1C=NC2=C(C1=O)SC(=C2)C2=CC=C(C#N)C=C2)(CN2N=CN=C2)O ((1R,2R)-4-[3-[2-(2,4-difluorophenyl)-2-hydroxy-1-methyl-3-(1H-1,2,4-triazol-1-yl)propyl]-4-oxo-3,4-dihydrothieno[3,2-d]pyrimidin-6-yl]benzonitrile), Cl.NO (hydroxylamine hydrochloride), C(=O)([O-])[O-].[Na+].[Na+] (Na2CO3). Run in O (H2O), C1CCOC1 (THF). The product is FC1=C(C=CC(=C1)F)[C@]([C@@H](C)N1C=NC2=C(C1=O)SC(=C2)C2=CC=C(C=C2)C=NNO)(CN2N=CN=C2)O ((1R,2R)-3-[2-(2,4-Difluorophenyl)-2-hydroxy-1-methyl-3-(1H-1,2,4-triazol-1-yl)propyl]-6-[4-[(hydroxyamino)iminomethyl]phenyl]thieno[3,2-d]pyrimidin-4(3H)-one). The yield is 61.1%. RXN SMILES: C([O-])([O-])=O.[Na+].[Na+].[F:7][C:8]1[CH:13]=[C:12]([F:14])[CH:11]=[CH:10][C:9]=1[C@@:15]([OH:42])([CH2:36][N:37]1[CH:41]=[N:40][CH:39]=[N:38]1)[C@H:16]([N:18]1[C:23](=[O:24])[C:22]2[S:25][C:26]([C:28]3[CH:35]=[CH:34][C:31]([C:32]#[N:33])=[CH:30][CH:29]=3)=[CH:27][C:21]=2[N:20]=[CH:19]1)[CH3:17].Cl.[NH2:44][OH:45]>O.C1COCC1>[F:7][C:8]1[CH:13]=[C:12]([F:14])[CH:11]=[CH:10][C:9]=1[C@@:15]([OH:42])([CH2:36][N:37]1[CH:41]=[N:40][CH:39]=[N:38]1)[C@H:16]([N:18]1[C:23](=[O:24])[C:22]2[S:25][C:26]([C:28]3[CH:35]=[CH:34][C:31]([CH:32]=[N:33][NH:44][OH:45])=[CH:30][CH:29]=3)=[CH:27][C:21]=2[N:20]=[CH:19]1)[CH3:17] |f:0.1.2,4.5|. Procedure details: To a solution of Na2CO3 (0.84 g, 7.92 mmol) in a mixture of H2O (8 mL) and THF (30 mL) was added (1R,2R)-4-[3-[2-(2,4-difluorophenyl)-2-hydroxy-1-methyl-3-(1H-1,2,4-triazol-1-yl)propyl]-4-oxo-3,4-dihydrothieno[3,2-d]pyrimidin-6-yl]benzonitrile (0.5 g, 0.99 mmol, obtained in example 32) and hydroxylamine hydrochloride (0.35 g, 1.95 mmol). The mixture was stirred at reflux overnight, concentrated and the aqueous residue was extracted with CHCl3. The organic phase was separated, dried over Na2SO4, ... The reactants are CC(=O)OI1(C=2C=CC=CC2C(=O)O1)(OC(=O)C)OC(=O)C (Dess-Martin periodinane), C(C)(C)(C)OC(NC(C(C#C)O)(C)C1=CC(=CC=C1)Br)=O (rac-[1-(3-bromo-phenyl)-2-hydroxy-1-methyl-but-3-ynyl]-carbamic acid tert-butyl ester). Run in C(Cl)Cl (DCM). Conditions: temperature 0 celsius, time 1 hour. The product is C(C)(C)(C)OC(NC(C(C#C)=O)(C)C1=CC(=CC=C1)Br)=O (rac-[1-(3-bromo-phenyl)-1-methyl-2-oxo-but-3-ynyl]-carbamic acid tert-butyl ester). Yield: 89.9%. RXN SMILES: CC(OI1(OC(C)=O)(OC(C)=O)OC(=O)C2C=CC=CC1=2)=O.[C:23]([O:27][C:28](=[O:43])[NH:29][C:30]([C:36]1[CH:41]=[CH:40][CH:39]=[C:38]([Br:42])[CH:37]=1)([CH3:35])[CH:31]([OH:34])[C:32]#[CH:33])([CH3:26])([CH3:25])[CH3:24]>C(Cl)Cl>[C:23]([O:27][C:28](=[O:43])[NH:29][C:30]([C:36]1[CH:41]=[CH:40][CH:39]=[C:38]([Br:42])[CH:37]=1)([CH3:35])[C:31](=[O:34])[C:32]#[CH:33])([CH3:24])([CH3:25])[CH3:26]. Procedure details: Dess-Martin periodinane (3.04 g, 7.16 mmol) was added portionwise over 5 minutes to a solution of rac-[1-(3-bromo-phenyl)-2-hydroxy-1-methyl-but-3-ynyl]-carbamic acid tert-butyl ester (2.12 g, 5.97 mmol) in dry DCM (20 mL) at 0° C. The mixture was stirred at 0° C. for 10 minutes and at room temperature for 1 hour. The reaction mixture was quenched with NaHCO3 (aq. sat. solution) followed by NaHSO3 (aqueous sat. soltn.). Then Et2O was added and the mixture was stirred at room temperature for 30 m... Starting materials: C=CCNc1nc(C2CC2)cc2c1[nH]c(=O)n2Cc1ccccc1, CO, CCO, ClCCl. The product is Nc1nc(C2CC2)cc2c1[nH]c(=O)n2Cc1ccccc1. RXN SMILES: [CH2:1]([CH:2]=[CH2:3])[NH:4][c:5]1[n:6][c:7]([CH:22]2[CH2:23][CH2:24]2)[cH:8][c:9]2[c:10]1[nH:11][c:12](=[O:21])[n:13]2[CH2:14][c:15]1[cH:16][cH:17][cH:18][cH:19][cH:20]1.[CH3:28][OH:29].[CH3:30][CH2:31][OH:32].[Cl:25][CH2:26][Cl:27]>>[NH2:4][c:5]1[n:6][c:7]([CH:22]2[CH2:23][CH2:24]2)[cH:8][c:9]2[c:10]1[nH:11][c:12](=[O:21])[n:13]2[CH2:14][c:15]1[cH:16][cH:17][cH:18][cH:19][cH:20]1.